This data is from the Open Reaction Database (ORD), a public repository of structured organic reaction records. The task is: describe an organic reaction: reactants, conditions, products, and yield Reactants: CC(=O)c1ccc(Br)c(C)c1, CC(C)(C)S(N)=O. Yields the product CC(=NS(=O)C(C)(C)C)c1ccc(Br)c(C)c1. Reaction SMILES: [Br:1][c:2]1[c:3]([CH3:11])[cH:4][c:5]([C:8]([CH3:9])=[O:10])[cH:6][cH:7]1.[CH3:12][C:13]([CH3:14])([CH3:15])[S:16](=[O:17])[NH2:18]>>[Br:1][c:2]1[c:3]([CH3:11])[cH:4][c:5]([C:8]([CH3:9])=[N:18][S:16]([C:13]([CH3:12])([CH3:14])[CH3:15])=[O:17])[cH:6][cH:7]1.